Dataset: the Open Reaction Database (ORD), a public repository of structured organic reaction records. Task: describe an organic reaction: reactants, conditions, products, and yield Reactants: C1CCOC1, O=[N+]([O-])c1cc(Oc2ccccc2)ccc1NCC1CCCCC1, [H][H], [Pd]. The product is Nc1cc(Oc2ccccc2)ccc1NCC1CCCCC1. Reaction SMILES: [CH2:27]1[O:28][CH2:29][CH2:30][CH2:31]1.[CH:1]1([CH2:7][NH:8][c:9]2[c:10]([N+:22]([O-:23])=[O:24])[cH:11][c:12]([O:15][c:16]3[cH:17][cH:18][cH:19][cH:20][cH:21]3)[cH:13][cH:14]2)[CH2:2][CH2:3][CH2:4][CH2:5][CH2:6]1.[H:25][H:26].[Pd:32]>>[CH:1]1([CH2:7][NH:8][c:9]2[c:10]([NH2:22])[cH:11][c:12]([O:15][c:16]3[cH:17][cH:18][cH:19][cH:20][cH:21]3)[cH:13][cH:14]2)[CH2:2][CH2:3][CH2:4][CH2:5][CH2:6]1.